This data is from the Open Reaction Database (ORD), a public repository of structured organic reaction records. The task is: describe an organic reaction: reactants, conditions, products, and yield The reactants are CC=1NC(C2=C(N1)C=C(N2)C)=O (2,6-Dimethyl-3,5-dihydro-4H-pyrrolo[3,2-d]pyrimidin-4-one), O=P(Cl)(Cl)Cl (POCl3). Run in C(C)#N (acetonitrile). Product: ClC=1C2=C(N=C(N1)C)C=C(N2)C (4-Chloro-2,6-dimethyl-5H-pyrrolo[3,2-d]pyrimidine). RXN SMILES: [CH3:1][C:2]1[NH:3][C:4](=O)[C:5]2[NH:10][C:9]([CH3:11])=[CH:8][C:6]=2[N:7]=1.O=P(Cl)(Cl)[Cl:15]>C(#N)C>[Cl:15][C:4]1[C:5]2[NH:10][C:9]([CH3:11])=[CH:8][C:6]=2[N:7]=[C:2]([CH3:1])[N:3]=1. Reported procedure: 2,6-Dimethyl-3,5-dihydro-4H-pyrrolo[3,2-d]pyrimidin-4-one from example A6 (87.00 g; 0.53 mol) is suspended in dry acetonitrile (870 mL). After addition of POCl3 (122 mL; 1.33 mol) the stirred reaction mixture is heated to gentle reflux for 18 hours. The reactants are ClC1=CC=C(N)C=C1 (4-chloroaniline), BrC(C(=O)Cl)C (2-bromopropanoyl chloride). Solvent: O (water), ClCCl (dichloromethane). Reaction conditions: time 2 hour. The product is BrC(C(=O)NC1=CC=C(C=C1)Cl)C (2-bromo-N-(4-chlorophenyl)propanamide). Reaction SMILES: [Cl:1][C:2]1[CH:8]=[CH:7][C:5]([NH2:6])=[CH:4][CH:3]=1.[Br:9][CH:10]([CH3:14])[C:11](Cl)=[O:12]>ClCCl.O>[Br:9][CH:10]([CH3:14])[C:11]([NH:6][C:5]1[CH:7]=[CH:8][C:2]([Cl:1])=[CH:3][CH:4]=1)=[O:12]. Procedure details: To a solution of 4-chloroaniline (400 mg, 3.13 mmol) in anhydrous dichloromethane at room temperature under N2 was added slowly 2-bromopropanoyl chloride (474 μL, 4.7 mmol). The reaction mixture was stirred at room temperature for 2 h and then diluted with water (50 mL) and extracted with ethyl acetate (3×50 mL). The organic extracts were combined, washed with brine, dried over anhydrous MgSO4 and concentrated in vacuo to give 2-bromo-N-(4-chlorophenyl)propanamide, which was used without further... Reactants: CC(C)(C)OC(=O)N1C2CC(CC2OCC(=O)O)C1C(=O)N1CCCC1C#N, CS(N)(=O)=O, CN(C)C=O, C1CCC2=NCCCN2CC1. The product is CC(C)(C)OC(=O)N1C2CC(CC2OCC(=O)NS(C)(=O)=O)C1C(=O)N1CCCC1C#N. RXN SMILES: [C:1]([CH3:2])([CH3:3])([CH3:4])[O:5][C:6](=[O:7])[N:8]1[CH:9]2[CH:10]([O:24][CH2:25][C:26](=[O:27])[OH:28])[CH2:11][CH:12]([CH:13]1[C:14](=[O:15])[N:16]1[CH:17]([C:21]#[N:22])[CH2:18][CH2:19][CH2:20]1)[CH2:23]2.[CH3:29][S:30](=[O:31])(=[O:32])[NH2:33].[CH3:45][N:46]([CH3:47])[CH:48]=[O:49].[N:34]12[CH2:35][CH2:36][CH2:37][N:38]=[C:39]1[CH2:40][CH2:41][CH2:42][CH2:43][CH2:44]2>>[C:1]([CH3:2])([CH3:3])([CH3:4])[O:5][C:6](=[O:7])[N:8]1[CH:9]2[CH:10]([O:24][CH2:25][C:26](=[O:27])[NH:33][S:30]([CH3:29])(=[O:31])=[O:32])[CH2:11][CH:12]([CH:13]1[C:14](=[O:15])[N:16]1[CH:17]([C:21]#[N:22])[CH2:18][CH2:19][CH2:20]1)[CH2:23]2. The reactants are NC1=NC=C(C=C1)Cl (2-amino-5-chloro-pyridine), N1=C(C=CC=C1)C=O (2-pyridine-carboxaldehyde), OC=1C=CC=C2C=CC=NC12 (8-hydroxy-quinoline), compound. Reaction conditions: temperature 60 celsius. Yields the product ClC=1C=CC(=NC1)NC(C1=CC=C2C=CC=NC2=C1O)C1=NC=CC=C1 (7-[(5-chloro-pyridin-2-ylamino)-pyridin-2-yl-methyl]-quinolin-8-ol). RXN SMILES: [NH2:1][C:2]1[CH:7]=[CH:6][C:5]([Cl:8])=[CH:4][N:3]=1.[N:9]1[CH:14]=[CH:13][CH:12]=[CH:11][C:10]=1[CH:15]=[O:16].O[C:18]1[CH:19]=[CH:20][CH:21]=[C:22]2[C:27]=1[N:26]=[CH:25][CH:24]=[CH:23]2>>[Cl:8][C:5]1[CH:6]=[CH:7][C:2]([NH:1][CH:18]([C:27]2[CH:22]=[CH:23][CH:24]=[CH:25][N:26]=2)[C:19]2[C:15]([OH:16])=[C:10]3[C:11]([CH:12]=[CH:13][CH:14]=[N:9]3)=[CH:21][CH:20]=2)=[N:3][CH:4]=1. Reported procedure: The title compound was prepared by method B presented for the compound of Example 1; 2-amino-5-chloro-pyridine, 2-pyridine-carboxaldehyde and 8-hydroxy-quinoline were used in the reaction; the reaction mixture was heated at 60° C. for 3 days. Greyish-white powder, product purified by column chromatography. C20H18ClN4O; (MW: 362.1); yield: 55 mg, (23.7%). m.p.: 160-162° C., HPLC (CH3CN/H2O 70:30 Phenomenex C18 282 nm): 5.69 min. Procedure details: This compound is prepared by method C using compound 12e and 2-bromo-4-methylpyridine Reaction SMILES: CON(C)[C:4]([C:6]1[N:7]=[CH:8][N:9]([C:11]2[CH:12]=[C:13]([C:17]3[CH:22]=[CH:21][CH:20]=[CH:19][C:18]=3[Cl:23])[CH:14]=[CH:15][CH:16]=2)[CH:10]=1)=[O:5].Br[C:26]1[CH:31]=[C:30]([CH3:32])[CH:29]=[CH:28][N:27]=1>>[Cl:23][C:18]1[CH:19]=[CH:20][CH:21]=[CH:22][C:17]=1[C:13]1[CH:14]=[CH:15][CH:16]=[C:11]([N:9]2[CH:10]=[C:6]([C:4]([C:26]3[CH:31]=[C:30]([CH3:32])[CH:29]=[CH:28][N:27]=3)=[O:5])[N:7]=[CH:8]2)[CH:12]=1. Reactants: CON(C(=O)C=1N=CN(C1)C=1C=C(C=CC1)C1=C(C=CC=C1)Cl)C (1-(2′-Chloro-biphenyl-3-yl)-1H-imidazole-4-carboxylic acid methoxy-methyl-amide), BrC1=NC=CC(=C1)C (2-bromo-4-methylpyridine). Yields the product ClC1=C(C=CC=C1)C1=CC(=CC=C1)N1C=NC(=C1)C(=O)C1=NC=CC(=C1)C ([1-(2′-Chloro-biphenyl-3-yl)-1H-imidazol-4-yl]-(4-methyl-pyridin-2-yl)-methanone). Starting materials: CCl (Methyl chloride), stainless steel, [OH-].[Na+] (sodium hydroxide), CC=1C(=C(CC1)C)C (trimethylcyclopentadiene). The reagents and catalysts are [Cl-].C(CCC)[N+](C)(CCCC)CCCC (tri-n-butylmethylammonium chloride). The product is CC1=C(C(=C(C1)C)C)C (1,2,3,4-tetramethylcyclopentadiene). As a reaction SMILES: [OH-].[Na+].[CH3:3][C:4]1[C:5]([CH3:10])=[C:6]([CH3:9])[CH2:7][CH:8]=1.[CH3:11]Cl>[Cl-].C([N+](CCCC)(CCCC)C)CCC>[CH3:3][C:4]1[CH2:8][C:7]([CH3:11])=[C:6]([CH3:9])[C:5]=1[CH3:10] |f:0.1,4.5|. Reported procedure: A stainless steel autoclave is charged with 50% sodium hydroxide (57 g, 0.7 mole), 80 percent tri-n-butylmethylammonium chloride (1 g, 0.0034 mole), and trimethylcyclopentadiene (mixed isomers, 32.4 g, 0.3 mole). Methyl chloride (15.7 g, 0.31 mole) is added at 60 psi and 25°-30° C. After reaction completion, the organic product phase is separated from the lower aqueous phase containing excess base and sodium chloride slurry. The mixture of crude tetramethylcyclopentadienes is subject to pyrolysi...